Dataset: the Open Reaction Database (ORD), a public repository of structured organic reaction records. Task: describe an organic reaction: reactants, conditions, products, and yield Reactants: C1(=CC=CC=C1)S(=O)(=O)N1C=C(C2=C1N=CN=C2OC)I (7-Benzenesulfonyl-5-iodo-4-methoxy-7H-pyrrolo[2,3-d]pyrimidine), C(C)(C)(C)OC(N(C1=NC(=C(C=C1)C=O)F)CC1=C(C=CC=C1)Cl)=O ((2-chloro-benzyl)-(6-fluoro-5-formyl-pyridin-2-yl)-carbamic acid tert-butyl ester). Product: ClC1=C(CNC2=NC(=C(C=C2)CC2=CNC=3N=CN=C(C32)OC)F)C=CC=C1 ((2-Chloro-benzyl)-[6-fluoro-5-(4-methoxy-7H-pyrrolo[2,3-d]pyrimidin-5-ylmethyl)-pyridin-2-yl]-amine). Reaction SMILES: C1(S([N:10]2[C:14]3[N:15]=[CH:16][N:17]=[C:18]([O:19][CH3:20])[C:13]=3[C:12](I)=[CH:11]2)(=O)=O)C=CC=CC=1.C(OC(=O)[N:28]([CH2:38][C:39]1[CH:44]=[CH:43][CH:42]=[CH:41][C:40]=1[Cl:45])[C:29]1[CH:34]=[CH:33][C:32]([CH:35]=O)=[C:31]([F:37])[N:30]=1)(C)(C)C>>[Cl:45][C:40]1[CH:41]=[CH:42][CH:43]=[CH:44][C:39]=1[CH2:38][NH:28][C:29]1[CH:34]=[CH:33][C:32]([CH2:35][C:12]2[C:13]3[C:18]([O:19][CH3:20])=[N:17][CH:16]=[N:15][C:14]=3[NH:10][CH:11]=2)=[C:31]([F:37])[N:30]=1. Reported procedure: (2-Chloro-benzyl)-[6-fluoro-5-(4-methoxy-7H-pyrrolo[2,3-d]pyrimidin-5-ylmethyl)-pyridin-2-yl]-amine P-0090 was prepared in three steps from 7-benzenesulfonyl-5-iodo-4-methoxy-7H-pyrrolo[2,3-d]pyrimidine 42 and (2-chloro-benzyl)-(6-fluoro-5-formyl-pyridin-2-yl)-carbamic acid tert-butyl ester 19 as shown in Scheme 9. The reactants are C(C)OC(=O)C1=C(N=C(S1)Br)CN(CC(=O)OCC)CC1=C(C=C(C=C1)OC)OC (2-bromo-4-{[(2,4-dimethoxy-benzyl)-ethoxycarbonylmethyl-amino]-methyl}-thiazole-5-carboxylic acid ethy ester), ClC1=NC=C(C=C1)B(O)O (2-chloropyridine-5-boronic acid). Product: C(C)OC(=O)C1=C(N=C(S1)C=1C=NC(=CC1)Cl)CN(CC(=O)OCC)CC1=C(C=C(C=C1)OC)OC (2-(6-Chloro-pyridin-3-yl)-4-{[(2,4-dimethoxy-benzyl)-ethoxycarbonylmethyl-amino]-methyl}-thiazole-5-carboxylic acid ethyl ester). As a reaction SMILES: [CH2:1]([O:3][C:4]([C:6]1[S:10][C:9](Br)=[N:8][C:7]=1[CH2:12][N:13]([CH2:20][C:21]1[CH:26]=[CH:25][C:24]([O:27][CH3:28])=[CH:23][C:22]=1[O:29][CH3:30])[CH2:14][C:15]([O:17][CH2:18][CH3:19])=[O:16])=[O:5])[CH3:2].[Cl:31][C:32]1[CH:37]=[CH:36][C:35](B(O)O)=[CH:34][N:33]=1>>[CH2:1]([O:3][C:4]([C:6]1[S:10][C:9]([C:35]2[CH:34]=[N:33][C:32]([Cl:31])=[CH:37][CH:36]=2)=[N:8][C:7]=1[CH2:12][N:13]([CH2:20][C:21]1[CH:26]=[CH:25][C:24]([O:27][CH3:28])=[CH:23][C:22]=1[O:29][CH3:30])[CH2:14][C:15]([O:17][CH2:18][CH3:19])=[O:16])=[O:5])[CH3:2]. Procedure details: Prepared from 2-bromo-4-{[(2,4-dimethoxy-benzyl)-ethoxycarbonylmethyl-amino]-methyl}-thiazole-5-carboxylic acid ethy ester, example 81(b), and 2-chloropyridine-5-boronic acid under conditions analogous to experimental example 81(c). MS: (+) m/z 534.3 (M+1). Reactants: Cl, O=C(O)CSCC(=O)c1ccc(-c2ccccc2F)cc1, [Na+], [Na+], O=C([O-])[O-], O, OO. Yields the product O=C(O)CS(=O)CC(=O)c1ccc(-c2ccccc2F)cc1. As a reaction SMILES: [ClH:30].[F:1][c:2]1[c:3](-[c:8]2[cH:9][cH:10][c:11]([C:14]([CH2:15][S:16][CH2:17][C:18](=[O:19])[OH:20])=[O:21])[cH:12][cH:13]2)[cH:4][cH:5][cH:6][cH:7]1.[Na+:22].[Na+:23].[O-:24][C:25](=[O:26])[O-:27].[OH2:31].[OH:28][OH:29]>>[F:1][c:2]1[c:3](-[c:8]2[cH:9][cH:10][c:11]([C:14]([CH2:15][S:16]([CH2:17][C:18](=[O:19])[OH:20])=[O:24])=[O:21])[cH:12][cH:13]2)[cH:4][cH:5][cH:6][cH:7]1.